Dataset: the Open Reaction Database (ORD), a public repository of structured organic reaction records. Task: describe an organic reaction: reactants, conditions, products, and yield Starting materials: COC=1C=C(C2=C(C=CO2)C1)C=1C(NC(C1C1=CN(C2=CC=CC=C12)CCCBr)=O)=O (3-(5-Methoxybenzofur-7-yl)-4-[1-(3-bromopropyl)-1H-indol-3-yl]pyrrole-2,5-dione), CNC (dimethylamine). The solvent is CN1C(CCC1)=O (1-methyl-2-pyrrolidinone). Reaction conditions: temperature 60 celsius. Product: COC=1C=C(C2=C(C=CO2)C1)C=1C(NC(C1C1=CN(C2=CC=CC=C12)CCCN(C)C)=O)=O (3-(5-Methoxybenzofur-7-yl)-4-[1-(3-dimethylaminopropyl)-1H-indol-3-yl]pyrrole-2,5-dione). As a reaction SMILES: [CH3:1][O:2][C:3]1[CH:4]=[C:5]([C:12]2[C:13](=[O:31])[NH:14][C:15](=[O:30])[C:16]=2[C:17]2[C:25]3[C:20](=[CH:21][CH:22]=[CH:23][CH:24]=3)[N:19]([CH2:26][CH2:27][CH2:28]Br)[CH:18]=2)[C:6]2[O:10][CH:9]=[CH:8][C:7]=2[CH:11]=1.[CH3:32][NH:33][CH3:34]>CN1CCCC1=O>[CH3:1][O:2][C:3]1[CH:4]=[C:5]([C:12]2[C:13](=[O:31])[NH:14][C:15](=[O:30])[C:16]=2[C:17]2[C:25]3[C:20](=[CH:21][CH:22]=[CH:23][CH:24]=3)[N:19]([CH2:26][CH2:27][CH2:28][N:33]([CH3:34])[CH3:32])[CH:18]=2)[C:6]2[O:10][CH:9]=[CH:8][C:7]=2[CH:11]=1. Reported procedure: Dissolve 3-(5-methoxybenzofur-7-yl)-4-[1-(3-hydroxypropyl)-1H-indol-3-yl]pyrrole-2,5-dione (0.058 g, 0.118 mmol) in 10 mL dichloromethane. Add carbon tetrabromide (0.077 g, 1 equivalent) and triphenyl phosphine (0.061 g, 1 equivalent). Stir for 10 min, add another equivalent of both reagents. Stir 10 min then dilute with dichloromethane and wash with water followed by brine. Dry over magnesium sulfate then filter and concentrate. Purification by column chromatography (2% methanol:dichloromethane... Starting materials: BrC1=CC2=C(CN(CCO2)C(=O)OC(C)(C)C)C=C1 (tert-butyl 8-bromo-2,3-dihydro-1,4-benzoxazepine-4(5H)-carboxylate), COCCNCCOC (bis(2-methoxyethyl)amine), CC(C)([O-])C.[Na+] (sodium tert-butoxide), O1CCOCC1 (dioxane). The reagents and catalysts are C=1C=CC(=CC1)/C=C/C(=O)/C=C/C2=CC=CC=C2.C=1C=CC(=CC1)/C=C/C(=O)/C=C/C2=CC=CC=C2.C=1C=CC(=CC1)/C=C/C(=O)/C=C/C2=CC=CC=C2.[Pd].[Pd] (tris(dibenzylideneacetone)dipalladium(0)), CC(C)C1=CC(=C(C(=C1)C(C)C)C2=C(C=CC=C2)P(C3CCCCC3)C4CCCCC4)C(C)C (X-phos). Run in O (water). Yields the product COCCN(C1=CC2=C(CN(CCO2)C(=O)OC(C)(C)C)C=C1)CCOC (tert-butyl 8-[bis(2-methoxyethyl)amino]-2,3-dihydro-1,4-benzoxazepine-4(5H)-carboxylate). Yield: 99.3%. As a reaction SMILES: Br[C:2]1[CH:19]=[CH:18][C:5]2[CH2:6][N:7]([C:11]([O:13][C:14]([CH3:17])([CH3:16])[CH3:15])=[O:12])[CH2:8][CH2:9][O:10][C:4]=2[CH:3]=1.[CH3:20][O:21][CH2:22][CH2:23][NH:24][CH2:25][CH2:26][O:27][CH3:28].CC(C)([O-])C.[Na+].O1CCOCC1>C1C=CC(/C=C/C(/C=C/C2C=CC=CC=2)=O)=CC=1.C1C=CC(/C=C/C(/C=C/C2C=CC=CC=2)=O)=CC=1.C1C=CC(/C=C/C(/C=C/C2C=CC=CC=2)=O)=CC=1.[Pd].[Pd].CC(C1C=C(C(C)C)C(C2C=CC=CC=2P(C2CCCCC2)C2CCCCC2)=C(C(C)C)C=1)C.O>[CH3:20][O:21][CH2:22][CH2:23][N:24]([CH2:25][CH2:26][O:27][CH3:28])[C:2]1[CH:19]=[CH:18][C:5]2[CH2:6][N:7]([C:11]([O:13][C:14]([CH3:17])([CH3:16])[CH3:15])=[O:12])[CH2:8][CH2:9][O:10][C:4]=2[CH:3]=1 |f:2.3,5.6.7.8.9|. Procedure: A solution of tert-butyl 8-bromo-2,3-dihydro-1,4-benzoxazepine-4(5H)-carboxylate (200 mg, 0.609 mmol), bis(2-methoxyethyl)amine (0.270 ml, 1.83 mmol), X-phos (17.4 mg, 0.0365 mmol), tris(dibenzylideneacetone)dipalladium(0) (11.0 mg, 0.0120 mmol), sodium tert-butoxide (87.5 mg, 0.912 mmol) and dioxane (4 ml) was stirred under an argon atmosphere for 2 hr at 80° C. The reaction mixture was poured into water, and the mixture was extracted with ethyl acetate. The extract was washed with water and dr... The reactants are [Br-], [Br-], [Br-], CC(=O)c1ccc2c(c1)CCN(C(=O)OC(C)(C)C)C2, CCCC[N+](CCCC)(CCCC)CCCC, CCCC[N+](CCCC)(CCCC)CCCC, CCCC[N+](CCCC)(CCCC)CCCC, C1CCOC1, C1CCOC1, CO. Yields the product CC(C)(C)OC(=O)N1CCc2cc(C(=O)CBr)ccc2C1. As a reaction SMILES: [Br-:21].[Br-:22].[Br-:23].[C:1]([CH3:2])([CH3:3])([CH3:4])[O:5][C:6](=[O:7])[N:8]1[CH2:9][c:10]2[cH:11][cH:12][c:13]([C:18]([CH3:19])=[O:20])[cH:14][c:15]2[CH2:16][CH2:17]1.[CH2:24]([N+:25]([CH2:26][CH2:27][CH2:28][CH3:29])([CH2:30][CH2:31][CH2:32][CH3:33])[CH2:34][CH2:35][CH2:36][CH3:37])[CH2:38][CH2:39][CH3:40].[CH2:41]([N+:42]([CH2:43][CH2:44][CH2:45][CH3:46])([CH2:47][CH2:48][CH2:49][CH3:50])[CH2:51][CH2:52][CH2:53][CH3:54])[CH2:55][CH2:56][CH3:57].[CH2:58]([N+:59]([CH2:60][CH2:61][CH2:62][CH3:63])([CH2:64][CH2:65][CH2:66][CH3:67])[CH2:68][CH2:69][CH2:70][CH3:71])[CH2:72][CH2:73][CH3:74].[CH2:75]1[O:76][CH2:77][CH2:78][CH2:79]1.[CH2:82]1[O:83][CH2:84][CH2:85][CH2:86]1.[CH3:80][OH:81]>>[C:1]([CH3:2])([CH3:3])([CH3:4])[O:5][C:6](=[O:7])[N:8]1[CH2:9][c:10]2[cH:11][cH:12][c:13]([C:18]([CH2:19][Br:21])=[O:20])[cH:14][c:15]2[CH2:16][CH2:17]1. Starting materials: ClCCl, Cc1cccc(CO)c1Cl, Cc1cccc(C(=O)O)c1Cl, C1CCOC1. The product is Cc1cccc(C=O)c1Cl. Reaction SMILES: [CH2:27]([Cl:28])[Cl:29].[Cl:12][c:13]1[c:14]([CH3:15])[cH:16][cH:17][cH:18][c:19]1[CH2:20][OH:21].[Cl:1][c:2]1[c:3]([C:4](=[O:5])[OH:6])[cH:7][cH:8][cH:9][c:10]1[CH3:11].[O:22]1[CH2:23][CH2:24][CH2:25][CH2:26]1>>[Cl:1][c:2]1[c:3]([CH:4]=[O:5])[cH:7][cH:8][cH:9][c:10]1[CH3:11].